From a dataset of the Open Reaction Database (ORD), a public repository of structured organic reaction records. describe an organic reaction: reactants, conditions, products, and yield Starting materials: BrC1=CC=C(OC(CNS(=O)(=O)C(C)C)C)C=C1 ([2-(4-bromophenoxy)propyl][(methylethyl)sulfonyl]amine), FC1=CC=C(C=C1)B(O)O (4-fluorobenzeneboronic acid), C([O-])([O-])=O.[Na+].[Na+] (sodium carbonate). Reagents/catalysts: Cl[Pd]([P](C1=CC=CC=C1)(C2=CC=CC=C2)C3=CC=CC=C3)([P](C4=CC=CC=C4)(C5=CC=CC=C5)C6=CC=CC=C6)Cl (dichlorobis(triphenylphosphine)palladium(II)). Run in COCCOC (1,2-dimethoxyethane). The product is FC1=CC=C(C=C1)C1=CC=C(OC(CNS(=O)(=O)C(C)C)C)C=C1 ({2-[4-(4-Fluorophenyl)phenoxy]propyl}[(methylethyl)sulfonyl]amine), co-eluting mixture. Yield: 20.9%. Reaction SMILES: Br[C:2]1[CH:18]=[CH:17][C:5]([O:6][CH:7]([CH3:16])[CH2:8][NH:9][S:10]([CH:13]([CH3:15])[CH3:14])(=[O:12])=[O:11])=[CH:4][CH:3]=1.[F:19][C:20]1[CH:25]=[CH:24][C:23](B(O)O)=[CH:22][CH:21]=1.C(=O)([O-])[O-].[Na+].[Na+]>Cl[Pd](Cl)([P](C1C=CC=CC=1)(C1C=CC=CC=1)C1C=CC=CC=1)[P](C1C=CC=CC=1)(C1C=CC=CC=1)C1C=CC=CC=1.COCCOC>[F:19][C:20]1[CH:25]=[CH:24][C:23]([C:2]2[CH:18]=[CH:17][C:5]([O:6][CH:7]([CH3:16])[CH2:8][NH:9][S:10]([CH:13]([CH3:15])[CH3:14])(=[O:12])=[O:11])=[CH:4][CH:3]=2)=[CH:22][CH:21]=1 |f:2.3.4,^1:37,56|. Procedure details: The title compound (60 mg, 21%, white foam) was prepared from [2-(4-bromophenoxy)propyl][(methylethyl)sulfonyl]amine (275 mg, 0.818 mmol, prepared in example 1), 4-fluorobenzeneboronic acid (140 mg, 1.001 mmol), dichlorobis(triphenylphosphine)palladium(II) (23 mg, 0.033 mmol), 2 M sodium carbonate (295 mg in 1.4 mL water), and 1,2-dimethoxyethane (5.5 mL) in a manner analogous to the procedure described in Example 8. The crude material was purified utilizing a Chromatotron® with a 2000 μm rotor ... The reactants are CC(C)(C)S(=O)NC(Cc1cc(F)cc(Cl)c1)C(CO[Si](C)(C)C(C)(C)C)O[Si](C)(C)C(C)(C)C, C1CCOC1, F, c1ccncc1. RXN SMILES: [C:1]([CH3:2])([CH3:3])([CH3:4])[Si:5]([O:6][CH:7]([CH:8]([CH2:9][c:10]1[cH:11][c:12]([Cl:17])[cH:13][c:14]([F:16])[cH:15]1)[NH:18][S:19](=[O:20])[C:21]([CH3:22])([CH3:23])[CH3:24])[CH2:25][O:26][Si:27]([C:28]([CH3:29])([CH3:30])[CH3:31])([CH3:32])[CH3:33])([CH3:34])[CH3:35].[CH2:43]1[O:44][CH2:45][CH2:46][CH2:47]1.[FH:42].[n:36]1[cH:37][cH:38][cH:39][cH:40][cH:41]1>>[C:1]([CH3:2])([CH3:3])([CH3:4])[Si:5]([O:6][CH:7]([CH:8]([CH2:9][c:10]1[cH:11][c:12]([Cl:17])[cH:13][c:14]([F:16])[cH:15]1)[NH:18][S:19](=[O:20])[C:21]([CH3:22])([CH3:23])[CH3:24])[CH2:25][OH:26])([CH3:34])[CH3:35]. Product: CC(C)(C)S(=O)NC(Cc1cc(F)cc(Cl)c1)C(CO)O[Si](C)(C)C(C)(C)C. The reactants are CCOC(=O)C=C(CNC(CC(C)C(F)(F)F)C(=O)OC)Oc1ccccc1Cl, CC#N. Yields the product COC(=O)C(CC(C)C(F)(F)F)N1CC(Oc2ccccc2Cl)=CC1=O. RXN SMILES: [CH3:1][O:2][C:3]([CH:4]([CH2:5][CH:6]([C:7]([F:8])([F:9])[F:10])[CH3:11])[NH:12][CH2:13][C:14](=[CH:15][C:16](=[O:17])[O:18][CH2:19][CH3:20])[O:21][c:22]1[c:23]([Cl:28])[cH:24][cH:25][cH:26][cH:27]1)=[O:29].[CH3:30][C:31]#[N:32]>>[CH3:1][O:2][C:3]([CH:4]([CH2:5][CH:6]([C:7]([F:8])([F:9])[F:10])[CH3:11])[N:12]1[CH2:13][C:14]([O:21][c:22]2[c:23]([Cl:28])[cH:24][cH:25][cH:26][cH:27]2)=[CH:15][C:16]1=[O:17])=[O:29]. The reactants are CC(=O)O, O=C1C2=C(CCCC2)C(=O)N1c1cc([N+](=O)[O-])ccc1F, [Fe]. Product: Nc1ccc(F)c(N2C(=O)C3=C(CCCC3)C2=O)c1. Reaction SMILES: [CH3:22][C:23](=[O:24])[OH:25].[F:1][c:2]1[c:3]([N:11]2[C:12](=[O:21])[C:13]3=[C:14]([C:15]2=[O:16])[CH2:17][CH2:18][CH2:19][CH2:20]3)[cH:4][c:5]([N+:8]([O-:9])=[O:10])[cH:6][cH:7]1.[Fe:26]>>[F:1][c:2]1[c:3]([N:11]2[C:12](=[O:21])[C:13]3=[C:14]([C:15]2=[O:16])[CH2:17][CH2:18][CH2:19][CH2:20]3)[cH:4][c:5]([NH2:8])[cH:6][cH:7]1. Reactants: BrN1C(CCC1=O)=O (N-bromosuccinimide), COC(CCC\C=C/C[C@H]1[C@H](C[C@H]([C@@H]1\C=C\[C@H](C(CCCC)(C)C)O)O)O)=O ((5Z,13E)-(9α,11α,15R)-9,11,15-trihydroxy-16,16-dimethylprosta-5,13-dienoic acid methyl ester). Run in C(Cl)(Cl)Cl (chloroform), O1CCCC1 (tetrahydrofuran). Yields the product COC(CCCC(C1C[C@H]2[C@H](C[C@H]([C@@H]2\C=C\[C@H](C(CCCC)(C)C)O)O)O1)Br)=O ((13E)-(5RS,6RS,9α,11α,15R)-5-Bromo-6,9-epoxy-11,15-dihydroxy-16,16-dimethylprost-13-enoic acid methyl ester). Yield: 70.4%. As a reaction SMILES: [Br:1]N1C(=O)CCC1=O.[CH3:9][O:10][C:11](=[O:36])[CH2:12][CH2:13][CH2:14]/[CH:15]=[CH:16]\[CH2:17][C@@H:18]1[C@@H:22](/[CH:23]=[CH:24]/[C@@H:25]([OH:33])[C:26]([CH3:32])([CH3:31])[CH2:27][CH2:28][CH2:29][CH3:30])[C@H:21]([OH:34])[CH2:20][C@@H:19]1[OH:35]>C(Cl)(Cl)Cl.O1CCCC1>[CH3:9][O:10][C:11](=[O:36])[CH2:12][CH2:13][CH2:14][CH:15]([Br:1])[CH:16]1[O:35][C@H:19]2[CH2:20][C@@H:21]([OH:34])[C@H:22](/[CH:23]=[CH:24]/[C@@H:25]([OH:33])[C:26]([CH3:32])([CH3:31])[CH2:27][CH2:28][CH2:29][CH3:30])[C@H:18]2[CH2:17]1. Procedure: By proceeding as described in Example 1 but using 800 mg of N-bromosuccinimide and 1.47 g of (5Z,13E)-(9α,11α,15R)-9,11,15-trihydroxy-16,16-dimethylprosta-5,13-dienoic acid methyl ester dissolved in a mixture of 40 ml of chloroform and 4 ml of tetrahydrofuran, there was obtained 1.24 g of the title compound having the following physical characteristics: Reactants: C1(=CC=CC=C1)C1=C(C(=O)NC2=CC=C(C=C2)C(=O)N2CCCC(C3=C2C=CC=C3)=O)C=CC=C1 (2-phenyl-4'-[(5-oxo-2,3,4,5-tetrahydro-1H-1-benzazepin-1-yl)carbonyl]benzanilide), Cl.N1=C(C=CC=C1)CC(=S)N (2-pyridylthioacetamide hydrochloride). Yields the product N1=C(C=CC=C1)CC=1SC=2CCN(C3=C(C2N1)C=CC=C3)C(=O)C3=CC=C(NC(C1=C(C=CC=C1)C1=CC=CC=C1)=O)C=C3 (4'-[[2-(2-pyridylmethyl)-5,6-dihydro-4H-thiazolo[5,4-d][1]benzazepin-6-yl)carbonyl]-2-phenylbenzanilide). The yield is 58.3%. As a reaction SMILES: [C:1]1([C:7]2[CH:35]=[CH:34][CH:33]=[CH:32][C:8]=2[C:9]([NH:11][C:12]2[CH:17]=[CH:16][C:15]([C:18]([N:20]3[C:26]4[CH:27]=[CH:28][CH:29]=[CH:30][C:25]=4[C:24](=O)[CH2:23][CH2:22][CH2:21]3)=[O:19])=[CH:14][CH:13]=2)=[O:10])[CH:6]=[CH:5][CH:4]=[CH:3][CH:2]=1.Cl.[N:37]1[CH:42]=[CH:41][CH:40]=[CH:39][C:38]=1[CH2:43][C:44]([NH2:46])=[S:45]>>[N:37]1[CH:42]=[CH:41][CH:40]=[CH:39][C:38]=1[CH2:43][C:44]1[S:45][C:23]2[CH2:22][CH2:21][N:20]([C:18]([C:15]3[CH:16]=[CH:17][C:12]([NH:11][C:9](=[O:10])[C:8]4[CH:32]=[CH:33][CH:34]=[CH:35][C:7]=4[C:1]4[CH:6]=[CH:5][CH:4]=[CH:3][CH:2]=4)=[CH:13][CH:14]=3)=[O:19])[C:26]3[CH:27]=[CH:28][CH:29]=[CH:30][C:25]=3[C:24]=2[N:46]=1 |f:1.2|. Reported procedure: Using 400 mg of 2-phenyl-4'-[(5-oxo-2,3,4,5-tetrahydro-1H-1-benzazepin-1-yl)carbonyl]benzanilide and 370 mg of 2-pyridylthioacetamide hydrochloride, the procedure of Example 5 was repeated, and the resulting free base was recrystallized from chloroform-diethyl ether to obtain 300 mg of 4'-[[2-(2-pyridylmethyl)-5,6-dihydro-4H-thiazolo[5,4-d][1]benzazepin-6-yl)carbonyl]-2-phenylbenzanilide. Yields the product C1(=CC=CC=C1)C(=C(C#N)C#N)N1CCNCC1 (2-(phenyl(piperazin-1-yl)methylene)malononitrile). Run at time 16 hour. Isolated yield 71.0%. Procedure: tert-Butyl 4-(2,2-dicyano-1-phenylvinyl)piperazine-1-carboxylate (2 g) was dissolved in a 33.3% solution of TFA in methylene chloride (20 ml). After 16 hour at room temperature, solvents were removed under vacuum to offer a residue which was purified using silica gel chromatography to give 2-(phenyl(piperazin-1-yl)methylene)malononitrile (1 g). 1H NMR (500 MHz, CD3OD) □7.62 (m, 5H), 3.70 (b, 4H), 3.47 (b, 4H); 13C NMR (125 MHz, CD3OD) □172.9, 132.7, 132.5, 129.6, 116.6, 116.0, 55.2, 43.4. MS m/z... Run in solution, C(=O)(C(F)(F)F)O (TFA), C(Cl)Cl (methylene chloride). The reactants are C(#N)C(=C(C1=CC=CC=C1)N1CCN(CC1)C(=O)OC(C)(C)C)C#N (tert-Butyl 4-(2,2-dicyano-1-phenylvinyl)piperazine-1-carboxylate). RXN SMILES: [C:1]([C:3]([C:24]#[N:25])=[C:4]([N:11]1[CH2:16][CH2:15][N:14](C(OC(C)(C)C)=O)[CH2:13][CH2:12]1)[C:5]1[CH:10]=[CH:9][CH:8]=[CH:7][CH:6]=1)#[N:2]>C(O)(C(F)(F)F)=O.C(Cl)Cl>[C:5]1([C:4]([N:11]2[CH2:16][CH2:15][NH:14][CH2:13][CH2:12]2)=[C:3]([C:1]#[N:2])[C:24]#[N:25])[CH:10]=[CH:9][CH:8]=[CH:7][CH:6]=1. The reactants are CCO, Cl, CCOC(=O)CCc1cc(F)c(OCOC)c(F)c1, O. Yields the product CCOC(=O)CCc1cc(F)c(O)c(F)c1. As a reaction SMILES: [CH3:22][CH2:23][OH:24].[ClH:20].[F:1][c:2]1[cH:3][c:4]([CH2:13][CH2:14][C:15](=[O:16])[O:17][CH2:18][CH3:19])[cH:5][c:6]([F:12])[c:7]1[O:8][CH2:9][O:10][CH3:11].[OH2:21]>>[F:1][c:2]1[cH:3][c:4]([CH2:13][CH2:14][C:15](=[O:16])[O:17][CH2:18][CH3:19])[cH:5][c:6]([F:12])[c:7]1[OH:8].